This data is from the Open Reaction Database (ORD), a public repository of structured organic reaction records. The task is: describe an organic reaction: reactants, conditions, products, and yield Reactants: C1CNCCN1, CC(C)(C)[O-], Cc1ccccc1, [Na+], O=C(C=Cc1ccccc1)C=Cc1ccccc1, O=C(C=Cc1ccccc1)C=Cc1ccccc1, O=C(C=Cc1ccccc1)C=Cc1ccccc1, [Pd], [Pd], c1ccc(P(c2ccccc2)c2ccc3ccccc3c2-c2c(P(c3ccccc3)c3ccccc3)ccc3ccccc23)cc1, c1ccc2occc2c1. The product is c1ccc2oc(N3CCNCC3)cc2c1. As a reaction SMILES: [CH2:10]1[CH2:11][NH:12][CH2:13][CH2:14][NH:15]1.[CH3:16][C:17]([CH3:18])([O-:19])[CH3:20].[CH3:68][c:69]1[cH:70][cH:71][cH:72][cH:73][cH:74]1.[Na+:21].[O:113]=[C:114]([CH:115]=[CH:116][c:117]1[cH:118][cH:119][cH:120][cH:121][cH:122]1)[CH:123]=[CH:124][c:125]1[cH:126][cH:127][cH:128][cH:129][cH:130]1.[O:77]=[C:78]([CH:79]=[CH:80][c:81]1[cH:82][cH:83][cH:84][cH:85][cH:86]1)[CH:87]=[CH:88][c:89]1[cH:90][cH:91][cH:92][cH:93][cH:94]1.[O:95]=[C:96]([CH:97]=[CH:98][c:99]1[cH:100][cH:101][cH:102][cH:103][cH:104]1)[CH:105]=[CH:106][c:107]1[cH:108][cH:109][cH:110][cH:111][cH:112]1.[Pd:75].[Pd:76].[c:22]1([P:23]([c:24]2[cH:25][cH:26][cH:27][cH:28][cH:29]2)[c:30]2[cH:31][cH:32][c:33]3[c:34]([cH:35][cH:36][cH:37][cH:38]3)[c:39]2-[c:40]2[c:41]3[c:42]([cH:43][cH:44][cH:45][cH:46]3)[cH:47][cH:48][c:49]2[P:50]([c:51]2[cH:52][cH:53][cH:54][cH:55][cH:56]2)[c:57]2[cH:58][cH:59][cH:60][cH:61][cH:62]2)[cH:63][cH:64][cH:65][cH:66][cH:67]1.[o:1]1[cH:2][cH:3][c:4]2[c:5]1[cH:6][cH:7][cH:8][cH:9]2>>[o:1]1[c:2]([N:12]2[CH2:11][CH2:10][NH:15][CH2:14][CH2:13]2)[cH:3][c:4]2[c:5]1[cH:6][cH:7][cH:8][cH:9]2. The reactants are ClC1=C(C(=CC(=C1)C(F)(F)F)Cl)NN=C(C=O)CCl (3-chloropyruvaldehyde-1-[2,6-dichloro-4-(trifluoromethyl)-phenyl]hydrazone), CS (methanethiol), C[O-].[Na+] (sodium methylate), [Na] (sodium). The solvent is CO (methanol). Conditions: temperature 40 celsius, time 1 hour. The product is ClC1=C(C(=CC(=C1)C(F)(F)F)Cl)NN=C(C=O)CSC (3-(Methylthio)pyruvaldehyde-1-[2,6-dichloro-4-(trifluoromethyl)phenyl]hydrazone). Reaction SMILES: [Na].[CH3:2][SH:3].C[O-].[Na+].[Cl:7][C:8]1[CH:13]=[C:12]([C:14]([F:17])([F:16])[F:15])[CH:11]=[C:10]([Cl:18])[C:9]=1[NH:19][N:20]=[C:21]([CH2:24]Cl)[CH:22]=[O:23]>CO>[Cl:7][C:8]1[CH:13]=[C:12]([C:14]([F:17])([F:16])[F:15])[CH:11]=[C:10]([Cl:18])[C:9]=1[NH:19][N:20]=[C:21]([CH2:24][S:3][CH3:2])[CH:22]=[O:23] |f:2.3,^1:0|. Procedure: 9.2 g of sodium was dissolved in 900 ml of methanol. 21.3 g of methanethiol was introduced into the sodium methylate solution thus obtained. Then 110.0 g of 3-chloropyruvaldehyde-1-[2,6-dichloro-4-(trifluoromethyl)-phenyl]hydrazone (produced according to Example 1) was added in portions at 30° to 40° C. The reaction mixture was stirred for 1 hour at 40° C. and then the methanol was distilled off in a water jet vacuum. The residue was mixed with 500 ml of water and extracted three times with 250 ... The reactants are ClC1=C(C=CC(=C1)OC1=CC=C(C=C1)Cl)C1(OC1)C (2-[2-chloro-4-(4-chlorophenoxy)phenyl]-2-methyloxirane), N1N=CN=C1 (1,2,4-triazole), [OH-].[Na+] (sodium hydroxide). Run in CN1CCCC1=O (NMP). Reaction conditions: temperature 110 celsius. Yields the product ClC1=C(C=CC(=C1)OC1=CC=C(C=C1)Cl)C(CN1N=CN=C1)(C)O (2-[2-chloro-4-(4-chlorophenoxy)phenyl]-1-(1,2,4-triazol-1-yl)propan-2-ol). RXN SMILES: [Cl:1][C:2]1[CH:7]=[C:6]([O:8][C:9]2[CH:14]=[CH:13][C:12]([Cl:15])=[CH:11][CH:10]=2)[CH:5]=[CH:4][C:3]=1[C:16]1([CH3:19])[CH2:18][O:17]1.[NH:20]1[CH:24]=[N:23][CH:22]=[N:21]1.[OH-].[Na+]>CN1C(=O)CCC1>[Cl:1][C:2]1[CH:7]=[C:6]([O:8][C:9]2[CH:14]=[CH:13][C:12]([Cl:15])=[CH:11][CH:10]=2)[CH:5]=[CH:4][C:3]=1[C:16]([OH:17])([CH3:19])[CH2:18][N:20]1[CH:24]=[N:23][CH:22]=[N:21]1 |f:2.3|. Reported procedure: A mixture of 2-[2-chloro-4-(4-chlorophenoxy)phenyl]-2-methyloxirane (109 g), 1,2,4-triazole (27 g) and sodium hydroxide (16 g) in NMP (1 L) was heated to 110° C. for 1 h. The reaction mixture was then partitioned between MTBE and aq. NaHCO3 solution and the aq. phase was extracted twice with MTBE. The combined organic phases were washed with water (2×), dried and evaporated. The crude product was crystallized from diisopropyl ether. Starting materials: O (water), [OH-].[Na+] (sodium hydroxide), C(C)N(C(COCCC1=CC2=C(SC=C2)C=C1F)=O)CC (N,N-diethyl-2-[2-(6-fluorobenzo[b]thiophen-5-yl)ethoxy]-acetamide), aqueous solution, Cl (hydrochloric acid), solution. Solvent: C(C)(=O)OCC (ethyl acetate), O1CCCC1 (tetrahydrofuran), O1CCCC1 (tetrahydrofuran). Run at temperature 5 celsius, time 2 hour. Product: C(C)N(CCOCCC1=CC2=C(SC=C2)C=C1F)CC (N,N-diethyl-N-{2-[2-(6-fluorobenzo[b]thiophen-5-yl)ethoxy]ethyl}-amine). The yield is 76.0%. Reaction SMILES: [CH2:1]([N:3]([CH2:20][CH3:21])[C:4](=O)[CH2:5][O:6][CH2:7][CH2:8][C:9]1[C:17]([F:18])=[CH:16][C:12]2[S:13][CH:14]=[CH:15][C:11]=2[CH:10]=1)[CH3:2].Cl.O.[OH-].[Na+]>O1CCCC1.C(OCC)(=O)C>[CH2:20]([N:3]([CH2:1][CH3:2])[CH2:4][CH2:5][O:6][CH2:7][CH2:8][C:9]1[C:17]([F:18])=[CH:16][C:12]2[S:13][CH:14]=[CH:15][C:11]=2[CH:10]=1)[CH3:21] |f:3.4|. Procedure details: In 20 mL of tetrahydrofuran is dissolved 1.24 g of N,N-diethyl-2-[2-(6-fluorobenzo[b]thiophen-5-yl)ethoxy]-acetamide. The solution is cooled to 5° C., and 7.86 mL of a 1 mol/L solution of borane-tetrahydrofuran complex in tetrahydrofuran is dropwise added thereto. After stirring the resulting mixture at ambient temperature for 2 hours, 4.00 mL of 2 mol/L hydrochloric acid is dropwise added, and the resulting mixture is heated under reflux for 30 minutes. After cooling, water and ethyl acetate ar...